The task is: describe an organic reaction: reactants, conditions, products, and yield. This data is from the Open Reaction Database (ORD), a public repository of structured organic reaction records. The reactants are CC(C)(C)OC(=O)N1CCNCC1, CC(=O)O, COC(=O)C(CC=O)CC(OC)c1ccc(F)cc1. Yields the product COC(=O)C(CCN1CCN(C(=O)OC(C)(C)C)CC1)CC(OC)c1ccc(F)cc1. As a reaction SMILES: [C:20]([CH3:21])([CH3:22])([CH3:23])[O:24][C:25](=[O:26])[N:27]1[CH2:28][CH2:29][NH:30][CH2:31][CH2:32]1.[C:33]([OH:34])(=[O:35])[CH3:36].[CH3:1][O:2][C:3]([CH:4]([CH2:5][CH:6]([O:7][CH3:8])[c:9]1[cH:10][cH:11][c:12]([F:15])[cH:13][cH:14]1)[CH2:16][CH:17]=[O:18])=[O:19]>>[CH3:1][O:2][C:3]([CH:4]([CH2:5][CH:6]([O:7][CH3:8])[c:9]1[cH:10][cH:11][c:12]([F:15])[cH:13][cH:14]1)[CH2:16][CH2:17][N:30]1[CH2:29][CH2:28][N:27]([C:25]([O:24][C:20]([CH3:21])([CH3:22])[CH3:23])=[O:26])[CH2:32][CH2:31]1)=[O:19].